From a dataset of the Open Reaction Database (ORD), a public repository of structured organic reaction records. describe an organic reaction: reactants, conditions, products, and yield Reactants: CC(=O)[O-], CC(=O)O, [Na+], Cc1ccc(C)c(S(=O)(=O)N(C)CC2(c3ccccc3)CO2)c1. Product: CC(=O)OCC(O)(CN(C)S(=O)(=O)c1cc(C)ccc1C)c1ccccc1. As a reaction SMILES: [CH3:25][C:26]([O-:27])=[O:28].[CH3:29][C:30](=[O:31])[OH:32].[Na+:24].[O:1]1[CH2:2][C:3]1([CH2:4][N:5]([CH3:6])[S:7](=[O:8])(=[O:9])[c:10]1[c:11]([CH3:17])[cH:12][cH:13][c:14]([CH3:16])[cH:15]1)[c:18]1[cH:19][cH:20][cH:21][cH:22][cH:23]1>>[OH:1][C:3]([CH2:2][O:27][C:26]([CH3:25])=[O:28])([CH2:4][N:5]([CH3:6])[S:7](=[O:8])(=[O:9])[c:10]1[c:11]([CH3:17])[cH:12][cH:13][c:14]([CH3:16])[cH:15]1)[c:18]1[cH:19][cH:20][cH:21][cH:22][cH:23]1. Starting materials: CC(=O)O, [BH3-]C#N, Cc1c(N)cccc1[N+](=O)[O-], CO, CCC=O, [Na+]. Product: CCCNc1cccc([N+](=O)[O-])c1C. As a reaction SMILES: [C:16]([OH:17])(=[O:18])[CH3:19].[C:20]([BH3-:21])#[N:22].[CH3:1][c:2]1[c:3]([NH2:4])[cH:5][cH:6][cH:7][c:8]1[N+:9](=[O:10])[O-:11].[CH3:24][OH:25].[CH:12]([CH2:13][CH3:14])=[O:15].[Na+:23]>>[CH3:1][c:2]1[c:3]([NH:4][CH2:12][CH2:13][CH3:14])[cH:5][cH:6][cH:7][c:8]1[N+:9](=[O:10])[O-:11]. The reactants are C=1C=CC(=CC1)P(C=2C=CC=CC2)C3=CC=C4C=CC=CC4=C3C5=C6C=CC=CC6=CC=C5P(C=7C=CC=CC7)C=8C=CC=CC8 (BINAP), CC(C)([O-])C.[Na+] (Sodium t-butoxide), C1N(CCC12CCNCC2)C(=O)OC(C)(C)C (tert-butyl 2,8-diazaspiro[4.5]decane-2-carboxylate), ClC1=NC=C(C=N1)C(F)(F)F (2-chloro-5-(trifluoromethyl)pyrimidine). The reagents and catalysts are CC(=O)[O-].CC(=O)[O-].[Pd+2] (Pd(OAc)2). The solvent is C1(=CC=CC=C1)C (toluene). Reaction conditions: temperature 120 celsius. The product is FC(C=1C=NC(=NC1)N1CCC2(CCN(C2)C(=O)OC(C)(C)C)CC1)(F)F (tert-Butyl 8-(5-(trifluoromethyl)pyrimidin-2-yl)-2,8-diazaspiro[4.5]decane-2-carboxylate). Yield: 41.0%. Reaction SMILES: CC(C)([O-])C.[Na+].[CH2:7]1[C:11]2([CH2:16][CH2:15][NH:14][CH2:13][CH2:12]2)[CH2:10][CH2:9][N:8]1[C:17]([O:19][C:20]([CH3:23])([CH3:22])[CH3:21])=[O:18].Cl[C:25]1[N:30]=[CH:29][C:28]([C:31]([F:34])([F:33])[F:32])=[CH:27][N:26]=1.C1C=CC(P(C2C(C3C(P(C4C=CC=CC=4)C4C=CC=CC=4)=CC=C4C=3C=CC=C4)=C3C(C=CC=C3)=CC=2)C2C=CC=CC=2)=CC=1>C1(C)C=CC=CC=1.CC([O-])=O.CC([O-])=O.[Pd+2]>[F:32][C:31]([F:34])([F:33])[C:28]1[CH:27]=[N:26][C:25]([N:14]2[CH2:13][CH2:12][C:11]3([CH2:7][N:8]([C:17]([O:19][C:20]([CH3:23])([CH3:22])[CH3:21])=[O:18])[CH2:9][CH2:10]3)[CH2:16][CH2:15]2)=[N:30][CH:29]=1 |f:0.1,6.7.8|. Reported procedure: Sodium t-butoxide (625 mg, 6.51 mmol, 3.0 eq.) was added to a stirred solution of tert-butyl 2,8-diazaspiro[4.5]decane-2-carboxylate (600 mg, 2.17 mmol, 1.0 eq.) and 2-chloro-5-(trifluoromethyl)pyrimidine (391 mg, 2.17 mmol, 1.0 eq.) in toluene (15 ml) and the reaction mixture was degassed with nitrogen. BINAP (80 mg, 0.13 mmol, 0.06 eq.) and Pd(OAc)2 (10 mg, 0.04 mmol, 0.02 eq.) were added and the resulting mixture was heated at 120° C. for 16 h. The reaction mixture was filtered through celite... The reactants are CN1C=C(C2=CC=CC=C12)C=1C(OC(C1C1=CC=CC2=CC=CC=C12)=O)=O (3-(1-methyl-3-indolyl)-4-(1-naphthyl)furan-2,5-dione), N (ammonia). The solvent is CN(C)C=O (DMF). Run at temperature 130 celsius. The product is CN1C=C(C2=CC=CC=C12)C=1C(NC(C1C1=CC=CC2=CC=CC=C12)=O)=O (3-(1-methyl-3-indolyl)-4-(1-naphthyl)-1H-pyrrole-2,5-dione). Reaction SMILES: [CH3:1][N:2]1[C:10]2[C:5](=[CH:6][CH:7]=[CH:8][CH:9]=2)[C:4]([C:11]2[C:12](=[O:27])[O:13][C:14](=O)[C:15]=2[C:16]2[C:25]3[C:20](=[CH:21][CH:22]=[CH:23][CH:24]=3)[CH:19]=[CH:18][CH:17]=2)=[CH:3]1.[NH3:28]>CN(C=O)C>[CH3:1][N:2]1[C:10]2[C:5](=[CH:6][CH:7]=[CH:8][CH:9]=2)[C:4]([C:11]2[C:12](=[O:27])[NH:28][C:14](=[O:13])[C:15]=2[C:16]2[C:25]3[C:20](=[CH:21][CH:22]=[CH:23][CH:24]=3)[CH:19]=[CH:18][CH:17]=2)=[CH:3]1. Procedure: 56 mg of 3-(1-methyl-3-indolyl)-4-(1-naphthyl)furan-2,5-dione were treated with 5 ml of DMF and 5 ml of 33% aqueous ammonia and the mixture was heated at 130° C. for 5 hours. The formed precipitate was filtered off, washed with water and dried to give 53 mg of 3-(1-methyl-3-indolyl)-4-(1-naphthyl)-1H-pyrrole-2,5-dione, m.p. 258°-260° C. Starting materials: CCCC[N+](CCCC)(CCCC)CCCC, [F-], O, Cc1ccc(S(=O)(=O)OC(COc2ncnc3ccccc23)c2ccc(C(C)(C)C)cc2)cc1. The product is CC(C)(C)c1ccc(C(F)COc2ncnc3ccccc23)cc1. As a reaction SMILES: [CH3:36][CH2:37][CH2:38][CH2:39][N+:40]([CH2:41][CH2:42][CH2:43][CH3:44])([CH2:45][CH2:46][CH2:47][CH3:48])[CH2:49][CH2:50][CH2:51][CH3:52].[F-:35].[OH2:53].[c:1]1([CH3:2])[cH:3][cH:4][c:5]([S:6]([O:7][CH:11]([CH2:12][O:13][c:14]2[n:15][cH:16][n:17][c:18]3[cH:19][cH:20][cH:21][cH:22][c:23]23)[c:24]2[cH:25][cH:26][c:27]([C:30]([CH3:31])([CH3:32])[CH3:33])[cH:28][cH:29]2)(=[O:8])=[O:9])[cH:10][cH:34]1>>[CH:11]([CH2:12][O:13][c:14]1[n:15][cH:16][n:17][c:18]2[cH:19][cH:20][cH:21][cH:22][c:23]12)([c:24]1[cH:25][cH:26][c:27]([C:30]([CH3:31])([CH3:32])[CH3:33])[cH:28][cH:29]1)[F:35]. Starting materials: O (Water), FC1=C(C=CC(=C1)O)C#CC#N (2-fluoro-4-hydroxyphenylpropiolonitrile), C(CC)C1=CC=C(C(=O)Cl)C=C1 (4-propylbenzoyl chloride), N1=CC=CC=C1 (pyridine). Solvent: C(Cl)Cl (methylene chloride). Yields the product FC=1C=C(C=CC1C#CC#N)OC(=O)C1=CC=C(C=C1)CCC (3-fluoro-4-cyanoethynyl-1-(4-propylphenyl) carbonyloxybenzene). Yield: 40.0%. Reaction SMILES: [F:1][C:2]1[CH:7]=[C:6]([OH:8])[CH:5]=[CH:4][C:3]=1[C:9]#[C:10][C:11]#[N:12].[CH2:13]([C:16]1[CH:24]=[CH:23][C:19]([C:20](Cl)=[O:21])=[CH:18][CH:17]=1)[CH2:14][CH3:15].N1C=CC=CC=1.O>C(Cl)Cl>[F:1][C:2]1[CH:7]=[C:6]([O:8][C:20]([C:19]2[CH:23]=[CH:24][C:16]([CH2:13][CH2:14][CH3:15])=[CH:17][CH:18]=2)=[O:21])[CH:5]=[CH:4][C:3]=1[C:9]#[C:10][C:11]#[N:12]. Reported procedure: To a solution of 20 mmol of 2-fluoro-4-hydroxyphenylpropiolonitrile and 21 mmol of 4-propylbenzoyl chloride in 50 ml of methylene chloride were added dropwise 25 mmol of pyridine, while stirring under ice-cooling and the solution was stirred for a further 3 hours. Water was added to the reaction solution which was extracted with toluene. The organic layer was washed with water, dried over anhydrous magnesium sulfate and concentrated under reduced pressure to afford a brown oily product. Purifica... The reactants are COC(=O)c1cccc(CBr)c1, CN(C)C=O, [H-], [Na+], O, c1cc[nH]c1. The product is COC(=O)c1cccc(Cn2cccc2)c1. As a reaction SMILES: [Br:8][CH2:9][c:10]1[cH:11][c:12]([C:13](=[O:14])[O:15][CH3:16])[cH:17][cH:18][cH:19]1.[CH3:21][N:22]([CH3:23])[CH:24]=[O:25].[H-:6].[Na+:7].[OH2:20].[nH:1]1[cH:2][cH:3][cH:4][cH:5]1>>[n:1]1([CH2:9][c:10]2[cH:11][c:12]([C:13](=[O:14])[O:15][CH3:16])[cH:17][cH:18][cH:19]2)[cH:2][cH:3][cH:4][cH:5]1.